This data is from the Open Reaction Database (ORD), a public repository of structured organic reaction records. The task is: describe an organic reaction: reactants, conditions, products, and yield The reactants are C1(CCCC1)C1=NC(=CC(=C1)C1=NOC(=N1)C1=CC(=C(C(=C1)C)O)CC)OC (4-[3-(2-cyclopentyl-6-methoxy-pyridin-4-yl)-[1,2,4]oxadiazol-5-yl]-2-ethyl-6-methyl-phenol), BrCCCO (3-bromo-propanol), C(C)(C)(C)OC(CN)=O (glycine tert.-butyl ester). Product: C1(CCCC1)C1=NC(=CC(=C1)C1=NOC(=N1)C1=CC(=C(OCCCNCC(=O)O)C(=C1)C)CC)OC (2-((3-(4-(3-(2-Cyclopentyl-6-methoxypyridin-4-yl)-1,2,4-oxadiazol-5-yl)-2-ethyl-6-methylphenoxy)propyl)amino)acetic acid). As a reaction SMILES: [CH:1]1([C:6]2[CH:11]=[C:10]([C:12]3[N:16]=[C:15]([C:17]4[CH:22]=[C:21]([CH3:23])[C:20]([OH:24])=[C:19]([CH2:25][CH3:26])[CH:18]=4)[O:14][N:13]=3)[CH:9]=[C:8]([O:27][CH3:28])[N:7]=2)[CH2:5][CH2:4][CH2:3][CH2:2]1.Br[CH2:30][CH2:31][CH2:32]O.C([O:38][C:39](=[O:42])[CH2:40][NH2:41])(C)(C)C>>[CH:1]1([C:6]2[CH:11]=[C:10]([C:12]3[N:16]=[C:15]([C:17]4[CH:22]=[C:21]([CH3:23])[C:20]([O:24][CH2:30][CH2:31][CH2:32][NH:41][CH2:40][C:39]([OH:38])=[O:42])=[C:19]([CH2:25][CH3:26])[CH:18]=4)[O:14][N:13]=3)[CH:9]=[C:8]([O:27][CH3:28])[N:7]=2)[CH2:2][CH2:3][CH2:4][CH2:5]1. Procedure details: The title compound is prepared starting from 4-[3-(2-cyclopentyl-6-methoxy-pyridin-4-yl)-[1,2,4]oxadiazol-5-yl]-2-ethyl-6-methyl-phenol (Example 53, step b) in analogy to Example 1 using 3-bromo-propanol and glycine tert.-butyl ester; LC-MS: tR=0.97 min, [M+H]+=495.24; 1H NMR (CDCl3): δ 7.84 (s, 1H), 7.80 (s, 1H), 7.41 (s, 1H), 7.22 (s, 1H), 3.97 (s, 3H), 3.91 (t, J=5.3 Hz, 2H), 3.66 (s, 2H), 3.34-3.41 (m, 2H), 3.13-3.23 (m, 1H), 2.68 (q, J=7.4 Hz, 2H), 2.35-2.43 (m, 2H), 2.33 (s, 3H), 2.02-2.11... Starting materials: C(C)N(CC)CCCNC1=NNC2=CC=CC(=C12)Cl (3-(diethylaminopropylamino)-4-chloroindazole), Cl (hydrogen chloride), C(C)OCC (diethyl ether). Solvent: C(C)O (ethyl alcohol). Product: Cl.C(C)N(CCCNC1=NNC2=CC=CC(=C12)Cl)CC (3-(3-diethylaminopropylamino)-4-chloroindazole hydrochloride). Reaction SMILES: [CH2:1]([N:3]([CH2:6][CH2:7][CH2:8][NH:9][C:10]1[C:18]2[C:13](=[CH:14][CH:15]=[CH:16][C:17]=2[Cl:19])[NH:12][N:11]=1)[CH2:4][CH3:5])[CH3:2].Cl.C(OCC)C>C(O)C>[ClH:19].[CH2:4]([N:3]([CH2:1][CH3:2])[CH2:6][CH2:7][CH2:8][NH:9][C:10]1[C:18]2[C:13](=[CH:14][CH:15]=[CH:16][C:17]=2[Cl:19])[NH:12][N:11]=1)[CH3:5] |f:4.5|. Procedure: In 50 ml of absolute ethyl alcohol was dissolved 4.0 g of 3-(diethylaminopropylamino)-4-chloroindazole and into the solution was introduced dried hydrogen chloride gas under cooling with ice. To the solution was added anhydrous diethyl ether to separate crystals. Then the crystals were obtained by filtration and dried to give 3-(3-diethylaminopropylamino)-4-chloroindazole hydrochloride having the following analytical value. Reactants: [Br-], BrBr, C1CCOC1, CO, [K+], [Li+], COC(=O)COc1ccc2c(c1)CN(C1CCN(C(=O)C3CC3C(=O)c3cc(Br)c(N)c(Br)c3)CC1)C(=O)N2, [OH-], O, O. Yields the product Nc1c(Br)cc(C(=O)C2CC2C(=O)N2CCC(N3Cc4cc(OCC(=O)O)ccc4NC3=O)CC2)cc1Br. RXN SMILES: [Br-:43].[Br:45][Br:46].[CH2:48]1[O:49][CH2:50][CH2:51][CH2:52]1.[CH3:53][OH:54].[K+:44].[Li+:3].[NH2:4][c:5]1[c:6]([Br:42])[cH:7][c:8]([C:9](=[O:10])[CH:11]2[CH:12]([C:14](=[O:15])[N:16]3[CH2:17][CH2:18][CH:19]([N:22]4[C:23](=[O:38])[NH:24][c:25]5[cH:26][cH:27][c:28]([O:32][CH2:33][C:34](=[O:35])[O:36][CH3:37])[cH:29][c:30]5[CH2:31]4)[CH2:20][CH2:21]3)[CH2:13]2)[cH:39][c:40]1[Br:41].[OH-:2].[OH2:1].[OH2:47]>>[NH2:4][c:5]1[c:6]([Br:42])[cH:7][c:8]([C:9](=[O:10])[CH:11]2[CH:12]([C:14](=[O:15])[N:16]3[CH2:17][CH2:18][CH:19]([N:22]4[C:23](=[O:38])[NH:24][c:25]5[cH:26][cH:27][c:28]([O:32][CH2:33][C:34](=[O:35])[OH:36])[cH:29][c:30]5[CH2:31]4)[CH2:20][CH2:21]3)[CH2:13]2)[cH:39][c:40]1[Br:41]. Reactants: C1(=CC=CC=C1)N1N=C(C(C1)CC1N=C(CCCC1)OC)C(F)(F)F (2-[[4,5-dihydro-1-phenyl-3-(trifluoromethyl)-1H-pyrazol-4-yl]methyl]-3,4,5,6-tetrahydro-7-methoxy-2H-azepine), [Cl-].[NH4+] (ammonium chloride). Product: Cl.C1(=CC=CC=C1)N1N=C(C(C1)CC1CCCCC(N1)=N)C(F)(F)F (7-[[4,5-dihydro-1-phenyl-3-(trifluoromethyl)-1H-pyrazol-4-yl]methyl)hexahydro-2H-azepin-2-imine, monohydrochloride). As a reaction SMILES: [C:1]1([N:7]2[CH2:11][CH:10]([CH2:12][CH:13]3[CH2:19][CH2:18][CH2:17][CH2:16][C:15](OC)=[N:14]3)[C:9]([C:22]([F:25])([F:24])[F:23])=[N:8]2)[CH:6]=[CH:5][CH:4]=[CH:3][CH:2]=1.[Cl-:26].[NH4+:27]>>[ClH:26].[C:1]1([N:7]2[CH2:11][CH:10]([CH2:12][CH:13]3[NH:14][C:15](=[NH:27])[CH2:16][CH2:17][CH2:18][CH2:19]3)[C:9]([C:22]([F:25])([F:24])[F:23])=[N:8]2)[CH:6]=[CH:5][CH:4]=[CH:3][CH:2]=1 |f:1.2,3.4|. Procedure details: The title product of Example 135 is reacted with ammonium chloride by the method of Example 5 to generate the title compound. Starting materials: CO, COC(=O)Oc1cc([N+](=O)[O-])c(F)cc1C, [Na+], [OH-]. Product: Cc1cc(F)c([N+](=O)[O-])cc1O. RXN SMILES: [CH3:19][OH:20].[F:3][c:4]1[c:5]([N+:16](=[O:17])[O-:18])[cH:6][c:7]([O:11][C:12]([O:13][CH3:14])=[O:15])[c:8]([CH3:10])[cH:9]1.[Na+:2].[OH-:1]>>[F:3][c:4]1[c:5]([N+:16](=[O:17])[O-:18])[cH:6][c:7]([OH:11])[c:8]([CH3:10])[cH:9]1. The reactants are C(C)OC(=O)C1(CC1)COS(=O)(=O)C (1-methanesulfonyloxymethyl-cyclopropane carboxylic acid ethyl ester), CNC (dimethyl amine). Solvent: O1CCCC1 (tetrahydrofuran), O1CCCC1 (tetrahydrofuran). Reaction conditions: time 3 day. The product is C(C)OC(=O)C1(CC1)CN(C)C (1-Dimethylaminomethyl-cyclopropane carboxylic acid ethyl ester). Reaction SMILES: [CH2:1]([O:3][C:4]([C:6]1([CH2:9]OS(C)(=O)=O)[CH2:8][CH2:7]1)=[O:5])[CH3:2].[CH3:15][NH:16][CH3:17]>O1CCCC1>[CH2:1]([O:3][C:4]([C:6]1([CH2:9][N:16]([CH3:17])[CH3:15])[CH2:8][CH2:7]1)=[O:5])[CH3:2]. Reported procedure: To a solution of 222 mg of 1-methanesulfonyloxymethyl-cyclopropane carboxylic acid ethyl ester in 5 mL of tetrahydrofuran was added 3 mL of 2M dimethyl amine in tetrahydrofuran, and stirred at room temperature for 3 days. The solvent was distilled off, and the residue was added with 2 mL of 1N hydrochloric acid, and washed with diethyl ether. The aqueous layer was added with 10% potassium carbonate aqueous solution, and extracted with ethyl acetate. The extracted layer was washed with saturated ... Reactants: CCOC(=O)OCC, CC(=O)c1ccc(Cl)s1, Cl, [H-], [Na+], O. Yields the product CCOC(=O)CC(=O)c1ccc(Cl)s1. As a reaction SMILES: [C:12]([O:13][CH2:14][CH3:15])([O:16][CH2:18][CH3:19])=[O:17].[C:1]([CH3:2])(=[O:3])[c:4]1[s:5][c:6]([Cl:9])[cH:7][cH:8]1.[ClH:20].[H-:10].[Na+:11].[OH2:21]>>[C:1]([CH2:2][C:12]([O:13][CH2:14][CH3:15])=[O:16])(=[O:3])[c:4]1[s:5][c:6]([Cl:9])[cH:7][cH:8]1. The reactants are CS(=O)(=O)Cl (methanesulfonyl chloride), crude product, N1(CCOCC1)C=1N=C(C2=C(N1)N(CC2)C2=CC=C(C=C2)CCN2CCNCC2)C=2C=NC(=NC2)N(CC2=CC=C(C=C2)OC)CC2=CC=C(C=C2)OC (5-{2-morpholin-4-yl-7-[4-(2-piperazin-1-yl-ethyl)-phenyl]-6,7-dihydro-5H-pyrrolo[2,3-d]pyrimidin-4-yl}-pyrimidin-2-yl-bis-(4-methoxy-benzyl)-amine). Yields the product CS(=O)(=O)N1CCN(CC1)CCC1=CC=C(C=C1)N1CCC2=C1N=C(N=C2C=2C=NC(=NC2)N(CC2=CC=C(C=C2)OC)CC2=CC=C(C=C2)OC)N2CCOCC2 (5-(7-{4-[2-(4-methanesulfonyl-piperazin-1-yl)-ethyl]-phenyl}-2-morpholin-4-yl-6,7-dihydro-5H-pyrrolo[2,3-d]pyrimidin-4-yl)-pyrimidin-2-yl-bis-(4-methoxy-benzyl)-amine), solid. Yield: 100.0%. Reaction SMILES: [N:1]1([C:7]2[N:8]=[C:9]([C:30]3[CH:31]=[N:32][C:33]([N:36]([CH2:46][C:47]4[CH:52]=[CH:51][C:50]([O:53][CH3:54])=[CH:49][CH:48]=4)[CH2:37][C:38]4[CH:43]=[CH:42][C:41]([O:44][CH3:45])=[CH:40][CH:39]=4)=[N:34][CH:35]=3)[C:10]3[CH2:15][CH2:14][N:13]([C:16]4[CH:21]=[CH:20][C:19]([CH2:22][CH2:23][N:24]5[CH2:29][CH2:28][NH:27][CH2:26][CH2:25]5)=[CH:18][CH:17]=4)[C:11]=3[N:12]=2)[CH2:6][CH2:5][O:4][CH2:3][CH2:2]1.[CH3:55][S:56](Cl)(=[O:58])=[O:57]>>[CH3:55][S:56]([N:27]1[CH2:28][CH2:29][N:24]([CH2:23][CH2:22][C:19]2[CH:20]=[CH:21][C:16]([N:13]3[C:11]4[N:12]=[C:7]([N:1]5[CH2:2][CH2:3][O:4][CH2:5][CH2:6]5)[N:8]=[C:9]([C:30]5[CH:31]=[N:32][C:33]([N:36]([CH2:46][C:47]6[CH:48]=[CH:49][C:50]([O:53][CH3:54])=[CH:51][CH:52]=6)[CH2:37][C:38]6[CH:43]=[CH:42][C:41]([O:44][CH3:45])=[CH:40][CH:39]=6)=[N:34][CH:35]=5)[C:10]=4[CH2:15][CH2:14]3)=[CH:17][CH:18]=2)[CH2:25][CH2:26]1)(=[O:58])=[O:57]. Procedure: In the same manner as Example 1-D-143, using a crude product (80 mg) of 5-{2-morpholin-4-yl-7-[4-(2-piperazin-1-yl-ethyl)-phenyl]-6,7-dihydro-5H-pyrrolo[2,3-d]pyrimidin-4-yl}-pyrimidin-2-yl-bis-(4-methoxy-benzyl)-amine obtained in Example 1-D-143 and methanesulfonyl chloride (0.012 ml) instead of acetyl chloride, a crude product of 5-(7-{4-[2-(4-methanesulfonyl-piperazin-1-yl)-ethyl]-phenyl}-2-morpholin-4-yl-6,7-dihydro-5H-pyrrolo[2,3-d]pyrimidin-4-yl)-pyrimidin-2-yl-bis-(4-methoxy-benzyl)-amine...